Task: describe an organic reaction: reactants, conditions, products, and yield. Dataset: the Open Reaction Database (ORD), a public repository of structured organic reaction records Reactants: CC(=O)[O-], CON, CO, ClCCl, Cl, [Na+], O=C1CN(Cc2ccccc2)C(=O)C12CC2. The product is CON=C1CN(Cc2ccccc2)C(=O)C12CC2. RXN SMILES: [CH3:18][C:19](=[O:20])[O-:21].[CH3:23][O:24][NH2:25].[CH3:26][OH:27].[Cl:28][CH2:29][Cl:30].[ClH:22].[Na+:17].[c:1]1([CH2:7][N:8]2[C:9](=[O:16])[C:10]3([CH2:11][CH2:12]3)[C:13](=[O:15])[CH2:14]2)[cH:2][cH:3][cH:4][cH:5][cH:6]1>>[c:1]1([CH2:7][N:8]2[C:9](=[O:16])[C:10]3([CH2:11][CH2:12]3)[C:13](=[N:25][O:24][CH3:23])[CH2:14]2)[cH:2][cH:3][cH:4][cH:5][cH:6]1. The reactants are NC=1C=2N(C=CN1)C(NC2C2=CC=C1C=CC(=NC1=C2F)C2=CC=CC=C2)=S (8-amino-1-(8-fluoro-2-phenyl-quinolin-7-yl)-2H-imidazo[1,5-a]pyrazine-3-thione), F[B-](F)(F)F.BrC1=CC=C(C=C1)[N+]#N (4-bromobenzenediazonium tetrafluoroborate), CS(=O)C (dimethyl sulfoxide). Solvent: C(Cl)Cl (DCM). Run at time 30 minute. Product: BrC1=CC=C(C=C1)SC1=NC(=C2N1C=CN=C2N)C2=CC=C1C=CC(=NC1=C2F)C2=CC=CC=C2 (3-(4-Bromo-phenylsulfanyl)-1-(8-fluoro-2-phenyl-quinolin-7-yl)-imidazo[1,5-a]pyrazin-8-ylamine). As a reaction SMILES: [NH2:1][C:2]1[C:3]2[N:4]([C:8](=[S:28])[NH:9][C:10]=2[C:11]2[C:20]([F:21])=[C:19]3[C:14]([CH:15]=[CH:16][C:17]([C:22]4[CH:27]=[CH:26][CH:25]=[CH:24][CH:23]=4)=[N:18]3)=[CH:13][CH:12]=2)[CH:5]=[CH:6][N:7]=1.F[B-](F)(F)F.[Br:34][C:35]1[CH:40]=[CH:39][C:38]([N+]#N)=[CH:37][CH:36]=1.CS(C)=O>C(Cl)Cl>[Br:34][C:35]1[CH:40]=[CH:39][C:38]([S:28][C:8]2[N:4]3[CH:5]=[CH:6][N:7]=[C:2]([NH2:1])[C:3]3=[C:10]([C:11]3[C:20]([F:21])=[C:19]4[C:14]([CH:15]=[CH:16][C:17]([C:22]5[CH:27]=[CH:26][CH:25]=[CH:24][CH:23]=5)=[N:18]4)=[CH:13][CH:12]=3)[N:9]=2)=[CH:37][CH:36]=1 |f:1.2|. Procedure: Into a round bottom flask was added 8-amino-1-(8-fluoro-2-phenyl-quinolin-7-yl)-2H-imidazo[1,5-a]pyrazine-3-thione (21 mg, 0.000053 mol), 4-bromobenzenediazonium tetrafluoroborate (0.018 g, 0.000064 mol) and dimethyl sulfoxide (0.1 mL, 0.002 mol) and the reaction mixture was stirred in ice for 30 min. The reaction mixture was cooled, dissolved in DCM and washed with water. Purification by Gilson HPLC eluting with 10→90% acetonitrile: H2O afforded the title compound as a yellow solid. 1H NMR (400...